From a dataset of the Open Reaction Database (ORD), a public repository of structured organic reaction records. describe an organic reaction: reactants, conditions, products, and yield Starting materials: S1C(=CC=C1)S(=O)(=O)N1CCN(CC1)C1=C(C=C(C=C1)C(C(F)(F)F)(C(F)(F)F)O)C#CCNC(OC(C)(C)C)=O (tert-butyl (3-(2-(4-(2-thiophenylsulfonyl)-1-piperazinyl)-5-(2,2,2-trifluoro-1-hydroxy-1-(trifluoromethyl)ethyl)phenyl)-2-propyn-1-yl)carbamate), O1CCOCC1 (dioxane). Solvent: Cl (HCl). Product: FC(C(=O)O)(F)F.NCC#CC=1C=C(C=CC1N1CCN(CC1)S(=O)(=O)C=1SC=CC1)C(C(F)(F)F)(C(F)(F)F)O (2-(3-(3-amino-1-propyn-1-yl)-4-(4-(2-thiophenylsulfonyl)-1-piperazinyl)phenyl)-1,1,1,3,3,3-hexafluoro-2-propanol trifluoroacetate). RXN SMILES: [S:1]1[CH:5]=[CH:4][CH:3]=[C:2]1[S:6]([N:9]1[CH2:14][CH2:13][N:12]([C:15]2[CH:20]=[CH:19][C:18]([C:21]([OH:30])([C:26]([F:29])([F:28])[F:27])[C:22]([F:25])([F:24])[F:23])=[CH:17][C:16]=2[C:31]#[C:32][CH2:33][NH:34]C(=O)OC(C)(C)C)[CH2:11][CH2:10]1)(=[O:8])=[O:7].[O:42]1CCOCC1>Cl>[F:27][C:26]([F:29])([F:28])[C:21]([OH:30])=[O:42].[NH2:34][CH2:33][C:32]#[C:31][C:16]1[CH:17]=[C:18]([C:21]([OH:30])([C:26]([F:28])([F:29])[F:27])[C:22]([F:23])([F:24])[F:25])[CH:19]=[CH:20][C:15]=1[N:12]1[CH2:13][CH2:14][N:9]([S:6]([C:2]2[S:1][CH:5]=[CH:4][CH:3]=2)(=[O:8])=[O:7])[CH2:10][CH2:11]1 |f:3.4|. Procedure details: A solution of tert-butyl 3-(5-(1,1,1,3,3,3-hexafluoro-2-hydroxypropan-2-yl)-2-(4-(thiophen-2-ylsulfonyl)piperazin-1-yl)phenyl)prop-2-ynylcarbamate (698 mg, 1.11 mmol, Example 158) in 4 M HCl in dioxane (10 mL, 40 mmol) was stirred at room temperature for 30 min and then the solvent was removed under reduced pressure. The crude material was subjected to reverse-phase preparative HPLC using a Phenomenex Gemini C18 column (150×30 mm, 10 μm) eluting with 0.1% TFA in CH3CN/H2O (10% to 100% over 15 mi...